This data is from the Open Reaction Database (ORD), a public repository of structured organic reaction records. The task is: describe an organic reaction: reactants, conditions, products, and yield Starting materials: OC(C)(C)C1=C(C=CC=C1)CC[C@H](C1=CC(=CC=C1)COC1OCCCC1)SCC1(CC1)CC(=O)OC (Methyl 1-(((3-(2-(2-hydroxy-2-propyl)phenyl) -1(R)-(3-((2-tetrahydropyranyl)oxymethyl)phenyl)propyl)thio)methyl)cyclopropaneacetate), N1=CC=CC=C1 (pyridine), C1(=CC=C(C=C1)S(=O)(=O)[O-])C.[NH+]1=CC=CC=C1 (pyridinium p-toluenesulfonate). Solvent: CO (methanol). Conditions: temperature 55 celsius, time 3.5 hour. Product: OCC=1C=C(C=CC1)[C@@H](CCC1=C(C=CC=C1)C(C)(C)O)SCC1(CC1)CC(=O)OC ((R)Methyl 1-(((1-(3-(hydroxymethyl)phenyl)-3-(2-(2-hydroxy-2-propyl)phenyl)propyl)thio)methyl)cyclopropaneacetate). Isolated yield 90.5%. RXN SMILES: [OH:1][C:2]([C:5]1[CH:10]=[CH:9][CH:8]=[CH:7][C:6]=1[CH2:11][CH2:12][C@@H:13]([S:28][CH2:29][C:30]1([CH2:33][C:34]([O:36][CH3:37])=[O:35])[CH2:32][CH2:31]1)[C:14]1[CH:19]=[CH:18][CH:17]=[C:16]([CH2:20][O:21]C2CCCCO2)[CH:15]=1)([CH3:4])[CH3:3].N1C=CC=CC=1.C1(C)C=CC(S([O-])(=O)=O)=CC=1.[NH+]1C=CC=CC=1>CO>[OH:21][CH2:20][C:16]1[CH:15]=[C:14]([C@H:13]([S:28][CH2:29][C:30]2([CH2:33][C:34]([O:36][CH3:37])=[O:35])[CH2:32][CH2:31]2)[CH2:12][CH2:11][C:6]2[CH:7]=[CH:8][CH:9]=[CH:10][C:5]=2[C:2]([OH:1])([CH3:4])[CH3:3])[CH:19]=[CH:18][CH:17]=1 |f:2.3|. Procedure details: To the hydroxy ester from Step 16 (9.02 g, 17.1 mmol) in anhydrous methanol (60 mL) under nitrogen was added pyridine (50 μL) followed by pyridinium p-toluenesulfonate (1.1 g, 4.3 mmol). The reaction mixture was stirred 3.5 hours at 55° C., then at r.t. overnight before concentrating in vacuo. The residue was diluted with EtOAc (500 mL) and washed with H2O, saturated aq. NaHCO3, NaH2PO4 buffer (pH=4.5) and with brine. After drying over MgSO4 and evaporation of the solvents, the product was purif... Reactants: CCN(C(C)C)C(C)C, O=C(Cl)C1CCCc2ccccc21, ClCCl, Cc1cc(C(F)(F)F)nn1CC(=O)N1CCC(c2nc(N)cs2)CC1. The product is Cc1cc(C(F)(F)F)nn1CC(=O)N1CCC(c2nc(NC(=O)C3CCCc4ccccc43)cs2)CC1. As a reaction SMILES: [CH:26]([N:27]([CH:28]([CH3:29])[CH3:30])[CH2:31][CH3:32])([CH3:33])[CH3:34].[CH:35]1([C:45](=[O:46])[Cl:47])[CH2:36][CH2:37][CH2:38][c:39]2[cH:40][cH:41][cH:42][cH:43][c:44]21.[Cl:48][CH2:49][Cl:50].[NH2:1][c:2]1[n:3][c:4]([CH:7]2[CH2:8][CH2:9][N:10]([C:13]([CH2:14][n:15]3[n:16][c:17]([C:21]([F:22])([F:23])[F:24])[cH:18][c:19]3[CH3:20])=[O:25])[CH2:11][CH2:12]2)[s:5][cH:6]1>>[NH:1]([c:2]1[n:3][c:4]([CH:7]2[CH2:8][CH2:9][N:10]([C:13]([CH2:14][n:15]3[n:16][c:17]([C:21]([F:22])([F:23])[F:24])[cH:18][c:19]3[CH3:20])=[O:25])[CH2:11][CH2:12]2)[s:5][cH:6]1)[C:45]([CH:35]1[CH2:36][CH2:37][CH2:38][c:39]2[cH:40][cH:41][cH:42][cH:43][c:44]21)=[O:46].